describe an organic reaction: reactants, conditions, products, and yield From a dataset of the Open Reaction Database (ORD), a public repository of structured organic reaction records. The reactants are ClCCl, [Na+], O=C([O-])O, COC(=O)c1ccc(-c2cnc(C(O)CCc3ccc(Oc4ccccc4)cc3)o2)nc1. Product: COC(=O)c1ccc(-c2cnc(C(=O)CCc3ccc(Oc4ccccc4)cc3)o2)nc1. RXN SMILES: [Cl:38][CH2:39][Cl:40].[Na+:37].[O-:33][C:34]([OH:35])=[O:36].[OH:1][CH:2]([CH2:3][CH2:4][c:5]1[cH:6][cH:7][c:8]([O:11][c:12]2[cH:13][cH:14][cH:15][cH:16][cH:17]2)[cH:9][cH:10]1)[c:18]1[o:19][c:20](-[c:23]2[cH:24][cH:25][c:26]([C:29](=[O:30])[O:31][CH3:32])[cH:27][n:28]2)[cH:21][n:22]1>>[O:1]=[C:2]([CH2:3][CH2:4][c:5]1[cH:6][cH:7][c:8]([O:11][c:12]2[cH:13][cH:14][cH:15][cH:16][cH:17]2)[cH:9][cH:10]1)[c:18]1[o:19][c:20](-[c:23]2[cH:24][cH:25][c:26]([C:29](=[O:30])[O:31][CH3:32])[cH:27][n:28]2)[cH:21][n:22]1. Starting materials: COC1=C(C=O)C=C(C(=C1)C)OC (2,5-Dimethoxy-4-methyl-benzaldehyde), [I-].[Na+] (sodium iodide), [Al+3].[Cl-].[Cl-].[Cl-] (AlCl3). Run in C(C)#N (acetonitrile). Reaction conditions: time 1 hour. The product is OC1=C(C=O)C=C(C(=C1)C)OC (2-Hydroxy-5-methoxy-4-methyl-benzaldehyde). Yield: 99.4%. As a reaction SMILES: C[O:2][C:3]1[CH:10]=[C:9]([CH3:11])[C:8]([O:12][CH3:13])=[CH:7][C:4]=1[CH:5]=[O:6].[I-].[Na+].[Al+3].[Cl-].[Cl-].[Cl-]>C(#N)C>[OH:2][C:3]1[CH:10]=[C:9]([CH3:11])[C:8]([O:12][CH3:13])=[CH:7][C:4]=1[CH:5]=[O:6] |f:1.2,3.4.5.6|. Reported procedure: The above prepared 2,5-Dimethoxy-4-methyl-benzaldehyde (4.153 g, 23 mmol) was dissolved in 115 mL of acetonitrile and treated successively with sodium iodide (5.18 g, 1.5 eq.) and AlCl3 (3.07 g, 1.0 eq.), and the mixture kept at 80° C. for 1 h. Cooling, pouring onto crashed ice, twofold extraction with AcOEt, washing with water, drying over sodium sulfate, and evaporation of the solvents, followed by flash chromatography (SiO2, hexane/AcOEt=9/1), gave 3.80 g of the title compound as off-white so... Starting materials: C=CCC(OC1C(COCc2ccccc2)OC(n2cc(C)c(=O)[nH]c2=O)C1OS(C)(=O)=O)c1ccccc1, CCO, [Na+], [OH-], O. The product is C=CCC(OC1C(COCc2ccccc2)OC(n2cc(C)c(=O)[nH]c2=O)C1O)c1ccccc1. As a reaction SMILES: [CH2:1]([CH:2]=[CH2:3])[CH:4]([c:5]1[cH:6][cH:7][cH:8][cH:9][cH:10]1)[O:11][CH:12]1[CH:13]([O:35][S:36]([CH3:37])(=[O:38])=[O:39])[CH:14]([n:26]2[c:27](=[O:28])[nH:29][c:30](=[O:31])[c:32]([CH3:33])[cH:34]2)[O:15][CH:16]1[CH2:17][O:18][CH2:19][c:20]1[cH:21][cH:22][cH:23][cH:24][cH:25]1.[CH3:40][CH2:41][OH:42].[Na+:45].[OH-:44].[OH2:43]>>[CH2:1]([CH:2]=[CH2:3])[CH:4]([c:5]1[cH:6][cH:7][cH:8][cH:9][cH:10]1)[O:11][CH:12]1[CH:13]([OH:35])[CH:14]([n:26]2[c:27](=[O:28])[nH:29][c:30](=[O:31])[c:32]([CH3:33])[cH:34]2)[O:15][CH:16]1[CH2:17][O:18][CH2:19][c:20]1[cH:21][cH:22][cH:23][cH:24][cH:25]1. Starting materials: N1=C(N)N=C(N)N=C1N (melamine), aqueous solution, [OH-].[Na+] (sodium hydroxide), C=O (formaldehyde), aqueous solution, NC(=O)N (urea). Run in O (water). Run at time 1 hour. Product: C=O.NC(=O)N.N1=C(N)N=C(N)N=C1N (melamine-urea-formaldehyde). RXN SMILES: C=O.[OH-].[Na+].[N:5]1[C:12]([NH2:13])=[N:11][C:9]([NH2:10])=[N:8][C:6]=1[NH2:7].[NH2:14][C:15]([NH2:17])=[O:16]>O>[CH2:15]=[O:16].[NH2:14][C:15]([NH2:17])=[O:16].[N:5]1[C:12]([NH2:13])=[N:11][C:9]([NH2:10])=[N:8][C:6]=1[NH2:7] |f:1.2,6.7.8|. Reported procedure: To 56.9 g of a 37% aqueous solution of formaldehyde (formalin) adjusted to the pH of 8.6 by a 5% aqueous solution of sodium hydroxide, 22.6 g of melamine and 20.5 g of urea were added, mixed and dissolved at 50° C. with stirring, and water was added. After one hour, melamine-urea-formaldehyde prepolymer was obtained by cooling. Product: O=C1CC(Cc2ccc(Cl)cc2)CN1. Reactants: CCO, CCOC(=O)CC(C#N)Cc1ccc(Cl)cc1, [H][H]. RXN SMILES: [CH3:18][CH2:19][OH:20].[Cl:1][c:2]1[cH:3][cH:4][c:5]([CH2:8][CH:9]([CH2:10][C:11](=[O:12])[O:13][CH2:14][CH3:15])[C:16]#[N:17])[cH:6][cH:7]1.[H:21][H:22]>>[Cl:1][c:2]1[cH:3][cH:4][c:5]([CH2:8][CH:9]2[CH2:10][C:11](=[O:12])[NH:17][CH2:16]2)[cH:6][cH:7]1. Reactants: CO, Cl, CS(=O)(=O)Nc1ccc(CN)cc1, [Na+], c1ccc(OCC2CO2)cc1, [OH-], O. Yields the product Cl, CS(=O)(=O)Nc1ccc(CNCC(O)COc2ccccc2)cc1. RXN SMILES: [CH3:28][OH:29].[ClH:1].[NH2:2][CH2:3][c:4]1[cH:5][cH:6][c:7]([NH:10][S:11](=[O:12])(=[O:13])[CH3:14])[cH:8][cH:9]1.[Na+:16].[O:17]1[CH2:18][CH:19]1[CH2:20][O:21][c:22]1[cH:23][cH:24][cH:25][cH:26][cH:27]1.[OH-:15].[OH2:30]>>[ClH:1].[NH:2]([CH2:3][c:4]1[cH:5][cH:6][c:7]([NH:10][S:11](=[O:12])(=[O:13])[CH3:14])[cH:8][cH:9]1)[CH2:18][CH:19]([OH:17])[CH2:20][O:21][c:22]1[cH:23][cH:24][cH:25][cH:26][cH:27]1.